From a dataset of the Open Reaction Database (ORD), a public repository of structured organic reaction records. describe an organic reaction: reactants, conditions, products, and yield Starting materials: NC(COP(O)(O)=O)(C)C1=NC2=CC=C(C(=C2C=C1)C(F)(F)F)O[C@@H]1CC[C@H](CC1)C(C)(C)C (Phosphoric acid mono-{2-amino-2-[6-(trans-4-tert-butyl-cyclohexyloxy)-5-trifluoromethyl-quinolin-2-yl]-propyl}ester), C(CCCCCC)O (1-heptanol), C1(=CC=CC=C1)P(C1=CC=CC=C1)C1=CC=CC=C1 (triphenylphosphine), N(=NC(=O)OC(C)C)C(=O)OC(C)C (diisopropyl azodicarboxylate). Run in C1CCOC1 (THF), O1CCCC1 (tetrahydrofuran). Conditions: temperature 23 celsius, time 15 hour. The product is C(CCCCCC)OC=1C=C2C=CC=NC2=CC1 (6-Heptyloxyquinoline). Isolated yield 87.8%. RXN SMILES: NC([C:10]1[CH:19]=[CH:18][C:17]2[C:12](=[CH:13][CH:14]=[C:15]([O:24][C@H:25]3[CH2:30][CH2:29][C@H:28]([C:31]([CH3:34])(C)C)CC3)[C:16]=2C(F)(F)F)[N:11]=1)(C)COP(=O)(O)O.[CH2:35](O)CCCCCC.C1(P(C2C=CC=CC=2)C2C=CC=CC=2)C=CC=CC=1.N(C(OC(C)C)=O)=NC(OC(C)C)=O>C1COCC1>[CH2:25]([O:24][C:15]1[CH:16]=[C:17]2[C:12](=[CH:13][CH:14]=1)[N:11]=[CH:10][CH:19]=[CH:18]2)[CH2:30][CH2:29][CH2:28][CH2:31][CH2:34][CH3:35]. Procedure details: Quinolin-6-ol (1, 2.00 g, 0.0138 mol), 1-heptanol (1.60 g, 0.0138 mol) and triphenylphosphine (4.34 g, 0.0165 mol) were placed in a flask, and dissolved in tetrahydrofuran (200 mL, 2 mol) at 23° C. A solution of diisopropyl azodicarboxylate (3.46 mL, 0.0165 mol) in THF (5 mL) was then added dropwise. The reaction mixture was then allowed to stir at 23° C. for 15 hours. Solvent was removed, and the residue was then purified via chromatography (SiO2, 120 g, 5% MeOH in DCM) to give 2.95 g product (... The reactants are O1C=CC2=C1C=CC=C2 (benzofuran), [Li]CCCC (n-BuLi), S(=O)=O (Sulfur dioxide). Run in CCCCCC (hexane), C1CCOC1 (THF). Conditions: temperature -40 celsius, time 35 minute. Yields the product [Li+].O1C(=CC2=C1C=CC=C2)S(=O)[O-] (benzofuran-2-sulfinic acid lithium salt). As a reaction SMILES: [O:1]1[C:5]2[CH:6]=[CH:7][CH:8]=[CH:9][C:4]=2[CH:3]=[CH:2]1.[Li:10]CCCC.[S:15](=[O:17])=[O:16]>C1COCC1.CCCCCC>[Li+:10].[O:1]1[C:5]2[CH:6]=[CH:7][CH:8]=[CH:9][C:4]=2[CH:3]=[C:2]1[S:15]([O-:17])=[O:16] |f:5.6|. Procedure: To a solution of benzofuran (10 mmol) in dry THF (15 mL) at −40° C., n-BuLi (2.5 M in hexanes; 4.4 mL; 11 mmol) was added dropwise. The reaction mixture was stirred at −40° C. for 30-40 min. Sulfur dioxide gas was passed into the reaction mixture, keeping the tip of the needle just above the reaction mixture, for about 5-10 min. A white precipitate was formed. The reaction mixture was then brought to RT and the stirring was continued for 1 h, then the mixture was diluted with hexane (20 mL) to g... Starting materials: NC=1C=C(C=CC1N)S(=O)(=O)N (3,4-diamino-benzenesulfonamide), NC=1C=C(C(=O)N)C=CC1N (3,4-diamino-benzamide), ClC1=CC=C(C(=O)C2=CC=C(C=O)C=C2)C=C1 (4-(4-chloro-benzoyl)-benzaldehyde), C1(=CC=CC=C1)C1(OCCO1)C1=CC=C(C=O)C=C1 (4-(2-phenyl-[1,3]dioxolan-2-yl)-benzaldehyde), N (ammonia). Solvent: CO (methanol). The product is ClC1=CC=C(C(=O)C2=CC=C(C=C2)C2=NC3=C(N2)C=CC(=C3)S(=O)(=O)N)C=C1 (2-[4-(4-Chloro-benzoyl)-phenyl]-1H-benzoimidazole-5-sulfonic acid amide). RXN SMILES: [NH2:1][C:2]1[CH:3]=[C:4]([S:9]([NH2:12])(=[O:11])=[O:10])[CH:5]=[CH:6][C:7]=1[NH2:8].NC1C=C(C=CC=1N)C(N)=O.[Cl:24][C:25]1[CH:40]=[CH:39][C:28]([C:29]([C:31]2[CH:38]=[CH:37][C:34]([CH:35]=O)=[CH:33][CH:32]=2)=[O:30])=[CH:27][CH:26]=1.C1(C2(C3C=CC(C=O)=CC=3)OCCO2)C=CC=CC=1.N>CO>[Cl:24][C:25]1[CH:26]=[CH:27][C:28]([C:29]([C:31]2[CH:38]=[CH:37][C:34]([C:35]3[NH:8][C:7]4[CH:6]=[CH:5][C:4]([S:9]([NH2:12])(=[O:10])=[O:11])=[CH:3][C:2]=4[N:1]=3)=[CH:33][CH:32]=2)=[O:30])=[CH:39][CH:40]=1. Reported procedure: The title compound was prepared as described in Example 1 substituting 3,4-diamino-benzenesulfonamide for 3,4-diamino-benzamide and 4-(4-chloro-benzoyl)-benzaldehyde for 4-(2-phenyl-[1,3]dioxolan-2-yl)-benzaldehyde in Step C (reaction mixture was heated to 60° C.). TLC (silica, 1% methanol saturated with ammonia/9% methanol/CH2Cl2): Rf=0.32. HPLC (Method A): Rt=8.03. MS (ESI+): mass calculated for C20H14ClN3O3S, 411.0; m/z found, 412.0 [M+H]+. 1H NMR (500 MHz, DMSO-d6): δ 13.48 (br s, 1H), 8.31 ... Starting materials: CCCC[N+](CCCC)(CCCC)CCCC, CC(C)=O, OC1C=CCC1, CC(C)O, O, O=S(=O)([O-])O. The product is CC(C)OC1C=CCC1. RXN SMILES: [CH2:20]([N+:21]([CH2:22][CH2:23][CH2:24][CH3:25])([CH2:26][CH2:27][CH2:28][CH3:29])[CH2:30][CH2:31][CH2:32][CH3:33])[CH2:34][CH2:35][CH3:36].[CH3:11][C:12](=[O:13])[CH3:14].[CH:1]1([OH:6])[CH:2]=[CH:3][CH2:4][CH2:5]1.[CH:7]([CH3:8])([CH3:9])[OH:10].[OH2:37].[S:15]([O-:16])([OH:17])(=[O:18])=[O:19]>>[CH:1]1([O:6][CH:7]([CH3:8])[CH3:9])[CH:2]=[CH:3][CH2:4][CH2:5]1. The reactants are CCCCCCCCCCC (n-undecane). Solvent: CC1CCCCC1.C1C[C@H]2[C@@H]3CC[C@@H](C3)[C@H]2C1.C1CC2CC1C3C2C4C5C3C6C4C6C5 (JP-8). Product: C(CCCC)C1=CC=CC=C1 (n-pentylbenzene), CCCCCCCCCCC (n-undecane). RXN SMILES: [CH3:1][CH2:2][CH2:3][CH2:4][CH2:5][CH2:6][CH2:7][CH2:8][CH2:9][CH2:10][CH3:11]>CC1CCCCC1.C1C[C@H]2[C@H]([C@H]3C[C@@H]2CC3)C1.C1C2C3C4C5C6CC4C(C56)C3C(C2)C1>[CH2:7]([C:6]1[CH:1]=[CH:2][CH:3]=[CH:4][CH:5]=1)[CH2:8][CH2:9][CH2:10][CH3:11].[CH3:11][CH2:10][CH2:9][CH2:8][CH2:7][CH2:6][CH2:5][CH2:4][CH2:3][CH2:2][CH3:1] |f:1.2.3|. Procedure details: Running Reaction 2 at a 25% conversion of n-undecane gives the desired molar ratios of n-pentylbenzene and n-undecane in the synthetic JP-8 surrogate for mass and energy balance purposes: Starting materials: CC(C)(C)OC(=O)NCC1CCC(c2ccc(NC(=O)OCc3ccccc3)cc2)CC1, CCO, CCOC(C)=O. Yields the product CC(C)(C)OC(=O)NCC1CCC(c2ccc(N)cc2)CC1. Reaction SMILES: [C:1]([CH3:2])([CH3:3])([CH3:4])[O:5][C:6](=[O:7])[NH:8][CH2:9][CH:10]1[CH2:11][CH2:12][CH:13]([c:16]2[cH:17][cH:18][c:19]([NH:22][C:23](=[O:24])[O:25][CH2:26][c:27]3[cH:28][cH:29][cH:30][cH:31][cH:32]3)[cH:20][cH:21]2)[CH2:14][CH2:15]1.[CH3:33][CH2:34][OH:35].[CH3:36][CH2:37][O:38][C:39]([CH3:40])=[O:41]>>[C:1]([CH3:2])([CH3:3])([CH3:4])[O:5][C:6](=[O:7])[NH:8][CH2:9][CH:10]1[CH2:11][CH2:12][CH:13]([c:16]2[cH:17][cH:18][c:19]([NH2:22])[cH:20][cH:21]2)[CH2:14][CH2:15]1. Starting materials: BrC=1C(=C(C(=O)OC)C(=C(C1)[N+](=O)[O-])C)F (methyl 3-bromo-2-fluoro-6-methyl-5-nitrobenzoate), [Cl-].[NH4+] (ammonium chloride), O (Water). Reagents/catalysts: [Fe] (iron). The solvent is CO (Methanol). Reaction conditions: temperature 70 celsius. Product: NC=1C(=C(C(=O)OC)C(=C(C1)Br)F)C (methyl 3-amino-5-bromo-6-fluoro-2-methylbenzoate). Isolated yield 102.3%. RXN SMILES: [Br:1][C:2]1[C:3]([F:16])=[C:4]([C:9]([CH3:15])=[C:10]([N+:12]([O-])=O)[CH:11]=1)[C:5]([O:7][CH3:8])=[O:6].[Cl-].[NH4+].O>CO.[Fe]>[NH2:12][C:10]1[C:9]([CH3:15])=[C:4]([C:3]([F:16])=[C:2]([Br:1])[CH:11]=1)[C:5]([O:7][CH3:8])=[O:6] |f:1.2|. Reported procedure: To a solution of methyl 3-bromo-2-fluoro-6-methyl-5-nitrobenzoate (2.43 g, 8.32 mmol) in Methanol (80 ml) at room temperature was added ammonium chloride (4.37 g, 83.2 mmol) followed by deionized Water (40 ml). The mixture was heated to 70° C. in air before the addition of iron (2.79 g, 49.92 mmol). The reaction turned brown over the 2.5 hours it was stirred at 70° C. This mixture was allowed to cool to room temperature and was filtered through Kieselgel. The filter pad was washed with MeOH (80 ...